This data is from the Open Reaction Database (ORD), a public repository of structured organic reaction records. The task is: describe an organic reaction: reactants, conditions, products, and yield Starting materials: COC(=O)c1ccc2c(c1)CCN(C(=O)OCc1ccccc1)C2, C1CCOC1. Yields the product O=C(O)c1ccc2c(c1)CCN(C(=O)OCc1ccccc1)C2. As a reaction SMILES: [CH2:1]1[N:2]([C:15](=[O:16])[O:17][CH2:18][c:19]2[cH:20][cH:21][cH:22][cH:23][cH:24]2)[CH2:3][CH2:4][c:5]2[cH:6][c:7]([C:11](=[O:12])[O:13][CH3:14])[cH:8][cH:9][c:10]21.[CH2:25]1[O:26][CH2:27][CH2:28][CH2:29]1>>[CH2:1]1[N:2]([C:15](=[O:16])[O:17][CH2:18][c:19]2[cH:20][cH:21][cH:22][cH:23][cH:24]2)[CH2:3][CH2:4][c:5]2[cH:6][c:7]([C:11](=[O:12])[OH:13])[cH:8][cH:9][c:10]21. The reactants are BrCCCCOC[C@@H]1CC[C@H](CC1)CN(S(=O)(=O)C1=CC=C(C=C1)C(F)(F)F)C (trans-N-[4-(4-bromo-butoxymethyl)-cyclohexylmethyl]-N-methyl-4-trifluoromethyl-benzenesulfonamide), C(C)NCCO (ethyl-(2-hydroxy-ethyl)-amine). The solvent is CN(C(C)=O)C (N,N-dimethylacetamide). The product is C(C)N(CCCCOC[C@@H]1CC[C@H](CC1)CN(S(=O)(=O)C1=CC=C(C=C1)C(F)(F)F)C)CCO (trans-N-(4-{4-[ethyl-(2-hydroxy-ethyl)-amino]-butoxymethyl}-cyclohexylmethyl)-N-methyl-4-trifluoromethyl-benzenesulfonamide). Reaction SMILES: Br[CH2:2][CH2:3][CH2:4][CH2:5][O:6][CH2:7][C@H:8]1[CH2:13][CH2:12][C@H:11]([CH2:14][N:15]([CH3:29])[S:16]([C:19]2[CH:24]=[CH:23][C:22]([C:25]([F:28])([F:27])[F:26])=[CH:21][CH:20]=2)(=[O:18])=[O:17])[CH2:10][CH2:9]1.[CH2:30]([NH:32][CH2:33][CH2:34][OH:35])[CH3:31]>CN(C)C(=O)C>[CH2:30]([N:32]([CH2:33][CH2:34][OH:35])[CH2:2][CH2:3][CH2:4][CH2:5][O:6][CH2:7][C@H:8]1[CH2:13][CH2:12][C@H:11]([CH2:14][N:15]([CH3:29])[S:16]([C:19]2[CH:24]=[CH:23][C:22]([C:25]([F:28])([F:27])[F:26])=[CH:21][CH:20]=2)(=[O:18])=[O:17])[CH2:10][CH2:9]1)[CH3:31]. Procedure: In analogy to the method described in example 12.1, trans-N-[4-(4-bromo-butoxymethyl)-cyclohexylmethyl]-N-methyl-4-trifluoromethyl-benzenesulfonamide was reacted with ethyl-(2-hydroxy-ethyl)-amine in N,N-dimethylacetamide at room temperature to yield trans-N-(4-{4-[ethyl-(2-hydroxy-ethyl)-amino]-butoxymethyl}-cyclohexylmethyl)-N-methyl-4-trifluoromethyl-benzenesulfonamide as colorless solid, MS: 509 (MH+). Reactants: C(C=C)#N (acrylonitrile), CC=1C=CC=CC1C (o-xylene), C(CCCCCCCC)C(C=C)=NO (alpha-nonylacrolein oxime). Reagents/catalysts: C(C)C(C(=O)[O-])CCCC.[Cu+2].C(C)C(C(=O)[O-])CCCC (copper(II) 2-ethylhexanoate). Conditions: temperature 115 celsius, time 10 minute. Yields the product C(CCCCCCCC)C(C#N)=C (alpha-nonylacrylonitrile). Yield: 89.0%. As a reaction SMILES: [C:1](#[N:4])[CH:2]=[CH2:3].[CH2:5]([C:14](=NO)[CH:15]=C)[CH2:6][CH2:7][CH2:8][CH2:9][CH2:10]CCC.[CH3:19]C1C=CC=CC=1C>C(C(CCCC)C([O-])=O)C.[Cu+2].C(C(CCCC)C([O-])=O)C>[CH2:3]([C:2](=[CH2:19])[C:1]#[N:4])[CH2:15][CH2:14][CH2:5][CH2:6][CH2:7][CH2:8][CH2:9][CH3:10] |f:3.4.5|. Procedure details: A solution of 80.7 g of acrylonitrile and 5.3 g of copper(II) 2-ethylhexanoate in 250 g or o-xylene was heated to the boil (97° C.), after which 151.5 g of 99% pure alpha-nonylacrolein oxime were added dropwise in the course of 15 minutes, the temperature increasing to 115° C. during the addition. When the addition was complete, refluxing was continued for a further 10 minutes, after which the reaction mixture was cooled to -8° C. and the precipitated acrylamide was filtered off under suction. F... Reactants: CN(CCN)CCC(C1=NC=CC=C1)C1=CC=CC=C1 (N-methyl-N-[3-phenyl-3-(2-pyridyl)propyl]-1,2-ethanediamine), C(#N)NC(OC1=CC=CC=C1)=NCCSCC=1N=C(SC1)NC(=N)N (N-cyano-N'-[2-[[(2-guanidino-4-thiazolyl)methyl]thio]ethyl]-O-phenyl-isourea). Yields the product C(#N)NC(=NCCN(C)CCC(C1=NC=CC=C1)C1=CC=CC=C1)NCCSCC=1N=C(SC1)NC(=N)N (N-cyano-N'-[2-[[(2-guanidino-4-thiazolyl)methyl]thio]ethyl]-N"-[2-[N-[3-phenyl-3-(2-pyridyl)propyl]-N-methylamino]ethyl]guanidine). As a reaction SMILES: [CH3:1][N:2]([CH2:6][CH2:7][CH:8]([C:15]1[CH:20]=[CH:19][CH:18]=[CH:17][CH:16]=1)[C:9]1[CH:14]=[CH:13][CH:12]=[CH:11][N:10]=1)[CH2:3][CH2:4][NH2:5].[C:21]([NH:23][C:24](=[N:32][CH2:33][CH2:34][S:35][CH2:36][C:37]1[N:38]=[C:39]([NH:42][C:43]([NH2:45])=[NH:44])[S:40][CH:41]=1)OC1C=CC=CC=1)#[N:22]>>[C:21]([NH:23][C:24]([NH:32][CH2:33][CH2:34][S:35][CH2:36][C:37]1[N:38]=[C:39]([NH:42][C:43]([NH2:45])=[NH:44])[S:40][CH:41]=1)=[N:5][CH2:4][CH2:3][N:2]([CH2:6][CH2:7][CH:8]([C:15]1[CH:20]=[CH:19][CH:18]=[CH:17][CH:16]=1)[C:9]1[CH:14]=[CH:13][CH:12]=[CH:11][N:10]=1)[CH3:1])#[N:22]. Procedure details: Preparation is effected analogously to Example 1, using 0.8 g (3 mmol) of N-methyl-N-[3-phenyl-3-(2-pyridyl)propyl]-1,2-ethanediamine and 1.01 g (2.7 mmol) of N-cyano-N'-[2-[[(2-guanidino-4-thiazolyl)methyl]thio]ethyl]-O-phenyl-isourea as starting materials. Working up by chromatography analogously to Example 1 yields the purified title compound in the form of a viscous oil; MS (+FAB method): m/z (rel. int.[%])=551 ([M+H]+, 2), 196 (100); IR (KBr): 2164 cm-1 (C≡N). For analytical purposes a samp... Reactants: COC(=O)c1ccc(O)cc1NC(=O)c1cccc2ccccc12, CC(C)=O, [Na+], O=C([O-])O, O=S(Cl)Cl, O=C(O)C=Cc1ccc(-c2ccccc2)cc1. Yields the product COC(=O)c1ccc(O)cc1NC(=O)C=Cc1ccc(-c2ccccc2)cc1. RXN SMILES: [CH3:18][O:19][C:20]([c:21]1[c:22]([NH:28][C:29]([c:30]2[c:31]3[c:32]([cH:33][cH:34][cH:35][cH:36]3)[cH:37][cH:38][cH:39]2)=[O:40])[cH:23][c:24]([OH:27])[cH:25][cH:26]1)=[O:41].[CH3:51][C:52](=[O:53])[CH3:54].[Na+:46].[O-:42][C:43]([OH:44])=[O:45].[S:47]([Cl:48])([Cl:49])=[O:50].[c:1]1(-[c:12]2[cH:13][cH:14][cH:15][cH:16][cH:17]2)[cH:2][cH:3][c:4]([CH:7]=[CH:8][C:9](=[O:10])[OH:11])[cH:5][cH:6]1>>[c:1]1(-[c:12]2[cH:13][cH:14][cH:15][cH:16][cH:17]2)[cH:2][cH:3][c:4]([CH:7]=[CH:8][C:9](=[O:11])[NH:28][c:22]2[c:21]([C:20]([O:19][CH3:18])=[O:41])[cH:26][cH:25][c:24]([OH:27])[cH:23]2)[cH:5][cH:6]1.